This data is from the Open Reaction Database (ORD), a public repository of structured organic reaction records. The task is: describe an organic reaction: reactants, conditions, products, and yield Starting materials: Nc1cc[nH]n1, C1CCOC1, O=C1Nc2ccccc2C1=CO, Cc1cccc2c1C(=CO)C(=O)N2. The product is Cc1cccc2c1C(=CNc1cc[nH]n1)C(=O)N2. Reaction SMILES: [NH2:26][c:27]1[n:28][nH:29][cH:30][cH:31]1.[O:32]1[CH2:33][CH2:34][CH2:35][CH2:36]1.[OH:14][CH:15]=[C:16]1[C:17](=[O:18])[NH:19][c:20]2[c:21]1[cH:22][cH:23][cH:24][cH:25]2.[OH:1][CH:2]=[C:3]1[C:4](=[O:13])[NH:5][c:6]2[cH:7][cH:8][cH:9][c:10]([CH3:12])[c:11]21>>[CH:2](=[C:3]1[C:4](=[O:13])[NH:5][c:6]2[cH:7][cH:8][cH:9][c:10]([CH3:12])[c:11]21)[NH:26][c:27]1[n:28][nH:29][cH:30][cH:31]1.